Task: describe an organic reaction: reactants, conditions, products, and yield. Dataset: the Open Reaction Database (ORD), a public repository of structured organic reaction records Starting materials: CCOC(=O)CC#N, CC[O-], CC(=O)O, CCOC(=O)C=Cc1ccc(F)cc1, [Na+]. Product: CCOC(=O)CC(c1ccc(F)cc1)C(C#N)C(=O)OCC. Reaction SMILES: [C:1](#[N:2])[CH2:3][C:4](=[O:5])[O:6][CH2:7][CH3:8].[CH3:24][CH2:25][O-:26].[CH3:27][C:28](=[O:29])[OH:30].[F:9][c:10]1[cH:11][cH:12][c:13]([CH:14]=[CH:15][C:16](=[O:17])[O:18][CH2:19][CH3:20])[cH:21][cH:22]1.[Na+:23]>>[C:1](#[N:2])[CH:3]([C:4](=[O:5])[O:6][CH2:7][CH3:8])[CH:14]([c:13]1[cH:12][cH:11][c:10]([F:9])[cH:22][cH:21]1)[CH2:15][C:16](=[O:17])[O:18][CH2:19][CH3:20]. The reactants are FC=1C=C(C=CC1)C(C)=O (3′-fluoroacetophenone), C=1C=CC2=C(C1)N=NN2O (HOBt), Cl.NCC(=O)N1CCC(CC1)OC=1C=NC=C(C1)Cl (2-amino-1-[4-(5-chloro-pyridin-3-yloxy)-piperidin-1-yl]-ethanone hydrochloride), CCN(C(C)C)C(C)C (DIPEA), FC=1C=C(C=CC1)C1=CC(=NN1)C(=O)O (5-(3-fluoro-phenyl)-1H-pyrazole-3-carboxylic acid), Intermediate 29, CCN=C=NCCCN(C)C.Cl (EDCI.HCl). The solvent is CN(C)C=O (DMF), O (water). Run at time 8 hour. Yields the product ClC=1C=C(C=NC1)OC1CCN(CC1)C(CNC(=O)C1=NNC(=C1)C1=CC(=CC=C1)F)=O (5-(3-fluoro-phenyl)-1H-pyrazole-3-carboxylic acid {2-[4-(5-chloro-pyridin-3-yloxy)-piperidin-1-yl]-2-oxo-ethyl}-amide). Yield: 43.7%. Reaction SMILES: CCN(C(C)C)C(C)C.[F:10][C:11]1[CH:12]=[C:13]([C:17]2[NH:21][N:20]=[C:19]([C:22]([OH:24])=O)[CH:18]=2)[CH:14]=[CH:15][CH:16]=1.FC1C=C(C(=O)C)C=CC=1.C1C=CC2N(O)N=NC=2C=1.CCN=C=NCCCN(C)C.Cl.Cl.[NH2:58][CH2:59][C:60]([N:62]1[CH2:67][CH2:66][CH:65]([O:68][C:69]2[CH:70]=[N:71][CH:72]=[C:73]([Cl:75])[CH:74]=2)[CH2:64][CH2:63]1)=[O:61]>CN(C=O)C.O>[Cl:75][C:73]1[CH:74]=[C:69]([O:68][CH:65]2[CH2:64][CH2:63][N:62]([C:60](=[O:61])[CH2:59][NH:58][C:22]([C:19]3[CH:18]=[C:17]([C:13]4[CH:14]=[CH:15][CH:16]=[C:11]([F:10])[CH:12]=4)[NH:21][N:20]=3)=[O:24])[CH2:67][CH2:66]2)[CH:70]=[N:71][CH:72]=1 |f:4.5,6.7|. Procedure details: DIPEA (253 mg, 1.96 mmol) was added to a stirred solution of 5-(3-fluoro-phenyl)-1H-pyrazole-3-carboxylic acid (81 mg, 0.39 mmol) (prepared by the method used for the synthesis of Intermediate 29, starting from 3′-fluoroacetophenone) in DMF (2 mL) followed by HOBt (56 mg, 0.41 mmol) and EDCI.HCl (79 mg, 0.41 mmol). After 2 minutes 2-amino-1-[4-(5-chloro-pyridin-3-yloxy)-piperidin-1-yl]-ethanone hydrochloride (120 mg, 0.39 mmol) (prepared according to Step 1 and 5 of the General Scheme) was added... The reactants are C(C)(C)(C)C=1C=C(N(N1)C1=CC=C(C=C1)C)NC(=O)N[C@H]1CC[C@H](C2=CC=CC=C12)OC=1C=CC=2N(C1)C(=NN2)N2CCC(CC2)CCO[Si](C(C)C)(C(C)C)C(C)C (1-(5-tert-Butyl-2-p-tolyl-2H-pyrazol-3-yl)-3-{(1S,4R)-4-[3-(4-triisopropylsilanyloxyethyl-piperidin-1-yl)-[1,2,4]triazolo[4,3-a]pyridin-6-yloxy]-1,2,3,4-tetrahydro-naphthalen-1-yl}-urea), CCCC[N+](CCCC)(CCCC)CCCC.[F-] (TBAF). The solvent is C1CCOC1 (THF), O (water). The product is C(C)(C)(C)C=1C=C(N(N1)C1=CC=C(C=C1)C)NC(=O)N[C@H]1CC[C@H](C2=CC=CC=C12)OC=1C=CC=2N(C1)C(=NN2)N2CCC(CC2)CCO (1-(5-tert-Butyl-2-p-tolyl-2H-pyrazol-3-yl)-3-{(1S,4R)-4-[3-(4-hydroxyethyl-piperidin-1-yl)-[1,2,4]triazolo[4,3-a]pyridin-6-yloxy]-1,2,3,4-tetrahydro-naphthalen-1-yl}-urea). As a reaction SMILES: [C:1]([C:5]1[CH:6]=[C:7]([NH:17][C:18]([NH:20][C@@H:21]2[C:30]3[C:25](=[CH:26][CH:27]=[CH:28][CH:29]=3)[C@H:24]([O:31][C:32]3[CH:33]=[CH:34][C:35]4[N:36]([C:38]([N:41]5[CH2:46][CH2:45][CH:44]([CH2:47][CH2:48][O:49][Si](C(C)C)(C(C)C)C(C)C)[CH2:43][CH2:42]5)=[N:39][N:40]=4)[CH:37]=3)[CH2:23][CH2:22]2)=[O:19])[N:8]([C:10]2[CH:15]=[CH:14][C:13]([CH3:16])=[CH:12][CH:11]=2)[N:9]=1)([CH3:4])([CH3:3])[CH3:2].CCCC[N+](CCCC)(CCCC)CCCC.[F-]>C1COCC1.O>[C:1]([C:5]1[CH:6]=[C:7]([NH:17][C:18]([NH:20][C@@H:21]2[C:30]3[C:25](=[CH:26][CH:27]=[CH:28][CH:29]=3)[C@H:24]([O:31][C:32]3[CH:33]=[CH:34][C:35]4[N:36]([C:38]([N:41]5[CH2:46][CH2:45][CH:44]([CH2:47][CH2:48][OH:49])[CH2:43][CH2:42]5)=[N:39][N:40]=4)[CH:37]=3)[CH2:23][CH2:22]2)=[O:19])[N:8]([C:10]2[CH:15]=[CH:14][C:13]([CH3:16])=[CH:12][CH:11]=2)[N:9]=1)([CH3:4])([CH3:2])[CH3:3] |f:1.2|. Procedure: A solution of Intermediate 66d (207 mg, 0.253 mmol) and TBAF (1M in THF, 0.303 mL, 0.303 mmol) in THF (4 mL) was stirred at RT for 2.25 h. The mixture was diluted with water and extracted with DCM (4×15 mL). The combined organic extracts were dried and concentrated in vacuo. The residue was purified by FCC, using 0-15% MeOH in DCM, to give the product. This was further purified by HPLC (C, 18 X-select column, 30-98% MeCN in H2O, 0.1% formic acid) to give the title compound as an off-white powder... Reactants: CNC(=O)NC (N,N′-dimethylurea), N1=CC=CC=C1 (pyridine), C(C)(=O)OC(C)=O (acetic anhydride). Reagents/catalysts: CN(C)C=1C=CN=CC1 (DMAP). Reaction conditions: time 3 hour. Product: CN1C(N(C(C=C1C)=O)C)=O (1,3,6-Trimethylpyrimidine-2,4(1H,3H)-dione). RXN SMILES: [CH3:1][NH:2][C:3]([NH:5][CH3:6])=[O:4].C(O[C:11](=[O:13])[CH3:12])(=O)C.N1C=CC=[CH:16][CH:15]=1>CN(C1C=CN=CC=1)C>[CH3:1][N:2]1[C:15]([CH3:16])=[CH:12][C:11](=[O:13])[N:5]([CH3:6])[C:3]1=[O:4]. Reported procedure: To a stirred suspension of N,N′-dimethylurea (commercial) (72.1 g, 819 mmol) and DMAP (commercial) (100 g, 819 mmol) in pyridine (300 mL) under N2 was added dropwise with stirring acetic anhydride (255 mL, 2701 mmol). On complete addition the reaction mixture was allowed to stir at RT for 3 hours. After this time, the volatiles were removed under reduced pressure to afford a viscous orange pyridine solution, which was seeded with product. The mixture was stored at 0-4° C. for 7 days. The resulti... Reactants: C1CCOC1, CCOC(=O)CC(CC)c1ccc(OCc2ccc(C(C)(C)C)c(-c3cc(OC)ccc3F)c2)cc1, CO, [Li+], [OH-]. Yields the product CCC(CC(=O)O)c1ccc(OCc2ccc(C(C)(C)C)c(-c3cc(OC)ccc3F)c2)cc1. As a reaction SMILES: [CH2:39]1[O:40][CH2:41][CH2:42][CH2:43]1.[CH3:1][C:2]([CH3:3])([CH3:4])[c:5]1[cH:6][cH:7][c:8]([CH2:20][O:21][c:22]2[cH:23][cH:24][c:25]([CH:28]([CH2:29][C:30](=[O:31])[O:32][CH2:33][CH3:34])[CH2:35][CH3:36])[cH:26][cH:27]2)[cH:9][c:10]1-[c:11]1[c:12]([F:19])[cH:13][cH:14][c:15]([O:17][CH3:18])[cH:16]1.[CH3:44][OH:45].[Li+:37].[OH-:38]>>[CH3:1][C:2]([CH3:3])([CH3:4])[c:5]1[cH:6][cH:7][c:8]([CH2:20][O:21][c:22]2[cH:23][cH:24][c:25]([CH:28]([CH2:29][C:30](=[O:31])[OH:32])[CH2:35][CH3:36])[cH:26][cH:27]2)[cH:9][c:10]1-[c:11]1[c:12]([F:19])[cH:13][cH:14][c:15]([O:17][CH3:18])[cH:16]1.